Dataset: the Open Reaction Database (ORD), a public repository of structured organic reaction records. Task: describe an organic reaction: reactants, conditions, products, and yield Reactants: [OH-].[K+] (potassium hydroxide), crown ether, CN1C(SC(C1=O)(C)C)=NO (3,5,5-trimethyl-2-oximino thiazolidin-4-one), C(CCC)SSNC(=O)F (butylthiosulfenylcarbamoyl fluoride), CCCCC (pentane). Product: CN(C(=O)ON=C1SC(C(N1C)=O)(C)C)SSCCCC (2-[[O-[N-Methyl-N-(-butylthiosulfenyl)carbamoyl]oximino]]-3,5,5-trimethylthiazolidin-4-one), white solid. As a reaction SMILES: [CH3:1][N:2]1[C:6](=[O:7])[C:5]([CH3:9])([CH3:8])[S:4][C:3]1=[N:10][OH:11].[CH2:12]([S:16][S:17][NH:18][C:19](F)=[O:20])[CH2:13][CH2:14][CH3:15].[OH-].[K+].[CH3:24]CCCC>>[CH3:24][N:18]([S:17][S:16][CH2:12][CH2:13][CH2:14][CH3:15])[C:19]([O:11][N:10]=[C:3]1[N:2]([CH3:1])[C:6](=[O:7])[C:5]([CH3:9])([CH3:8])[S:4]1)=[O:20] |f:2.3|. Reported procedure: 2-[[O-[N-Methyl-N-(-butylthiosulfenyl)carbamoyl]oximino]]-3,5,5-trimethylthiazolidin-4-one was prepared according to the procedure described in Example X by reacting 3.48 g (0.02 m) of 3,5,5-trimethyl-2-oximino thiazolidin-4-one with 3.96 g (0.02 m) of N-methyl-N-(-butylthiosulfenylcarbamoyl fluoride and 1.3 g (0.02 m) of pulverized potassium hydroxide and 0.02 g of crown ether. The residual oil was taken in pentane and chilled to yield 5.0 g of a white solid, m.p. 36°-37° C. The product is C(C(=C)C)(=O)OCC1CO1 (glycidyl methacrylate). Procedure: 16% of saturated fatty acids (C8 - C18 -fatty acids: (caprylic acid, lauric acid, myristic acid, palmitic acid and stearic acid) RXN SMILES: [C:1]([OH:10])(=[O:9])[CH2:2][CH2:3]CCCCC.[C:11]([OH:24])(=O)[CH2:12][CH2:13]CCCCCCCCC.[C:25](O)(=O)CCCCCCCCCCCCC.C(O)(=O)CCCCCCCCCCCCCCC.C(O)(=O)CCCCCCCCCCCCCCCCC>>[C:1]([O:10][CH2:13][CH:12]1[O:24][CH2:11]1)(=[O:9])[C:2]([CH3:3])=[CH2:25]. Starting materials: C(CCCCCCCCCCCCC)(=O)O (myristic acid), saturated fatty acids, C(CCCCCCCCCCC)(=O)O (lauric acid), C(CCCCCCCCCCCCCCCCC)(=O)O (stearic acid), C8 - C18 -fatty acids, C(CCCCCCC)(=O)O (caprylic acid), C(CCCCCCCCCCCCCCC)(=O)O (palmitic acid). Starting materials: CC(C)COc1ccccc1N, CCOC(=O)c1cnc(SC)[nH]c1=O, CCO. Yields the product CCOC(=O)c1cnc(Nc2ccccc2OCC(C)C)[nH]c1=O. RXN SMILES: [CH3:15][CH:16]([CH2:17][O:18][c:19]1[c:20]([NH2:21])[cH:22][cH:23][cH:24][cH:25]1)[CH3:26].[CH3:1][S:2][c:3]1[nH:4][c:5](=[O:14])[c:6]([C:9](=[O:10])[O:11][CH2:12][CH3:13])[cH:7][n:8]1.[CH3:27][CH2:28][OH:29]>>[c:3]1([NH:21][c:20]2[c:19]([O:18][CH2:17][CH:16]([CH3:15])[CH3:26])[cH:25][cH:24][cH:23][cH:22]2)[nH:4][c:5](=[O:14])[c:6]([C:9](=[O:10])[O:11][CH2:12][CH3:13])[cH:7][n:8]1. The reactants are N(=[N+]=[N-])CCOCCOCCOCCI (1-azido-2-(2-(2-(2-iodoethoxyl)ethoxy)ethoxy)ethane), O (Water), [H-].[Na+] (NaH), OC1CCN(CC1)C1=CC(=C(C(=C1)C)C=1N=C(SC1)NC(C1=CC=NC=C1)=O)C (N-(4-(4-(4-hydroxypiperidin-1-yl)-2,6-dimethylphenyl)thiazol-2-yl)isonicotinamide). Run in CN(C)C=O (DMF), CN(C)C=O (DMF). Conditions: temperature 50 celsius, time 20 minute. Yields the product N(=[N+]=[N-])CCOCCOCCOCCOC1CCN(CC1)C1=CC(=C(C(=C1)C)C=1N=C(SC1)NC(C1=CC=NC=C1)=O)C (N-(4-(4-(4-(2-(2-(2-(2-azidoethoxyl)ethoxy)ethoxy)ethoxy)piperidin-1-yl)-2,6-dimethylphenyl)thiazol-2-yl)isonicotinamide). The yield is 21.3%. RXN SMILES: [H-].[Na+].[OH:3][CH:4]1[CH2:9][CH2:8][N:7]([C:10]2[CH:15]=[C:14]([CH3:16])[C:13]([C:17]3[N:18]=[C:19]([NH:22][C:23](=[O:30])[C:24]4[CH:29]=[CH:28][N:27]=[CH:26][CH:25]=4)[S:20][CH:21]=3)=[C:12]([CH3:31])[CH:11]=2)[CH2:6][CH2:5]1.[N:32]([CH2:35][CH2:36][O:37][CH2:38][CH2:39][O:40][CH2:41][CH2:42][O:43][CH2:44][CH2:45]I)=[N+:33]=[N-:34].O>CN(C=O)C>[N:32]([CH2:35][CH2:36][O:37][CH2:38][CH2:39][O:40][CH2:41][CH2:42][O:43][CH2:44][CH2:45][O:3][CH:4]1[CH2:9][CH2:8][N:7]([C:10]2[CH:15]=[C:14]([CH3:16])[C:13]([C:17]3[N:18]=[C:19]([NH:22][C:23](=[O:30])[C:24]4[CH:29]=[CH:28][N:27]=[CH:26][CH:25]=4)[S:20][CH:21]=3)=[C:12]([CH3:31])[CH:11]=2)[CH2:6][CH2:5]1)=[N+:33]=[N-:34] |f:0.1|. Procedure: NaH (13.2 mg, 60% in mineral oil, 0.330 mmol) was added to a 0° C. solution of N-(4-(4-(4-hydroxypiperidin-1-yl)-2,6-dimethylphenyl)thiazol-2-yl)isonicotinamide (14.8 mg, 0.0362 mmol) in dry DMF (0.5 mL); the mixture was then stirred at 50° C. for 20 min. After that, the mixture was cooled to 0° C., and a solution of 1-azido-2-(2-(2-(2-iodoethoxyl)ethoxy)ethoxy)ethane (14.3 mg, 0.0435 mmol)6 in DMF (0.15 mL) was added dropwise. The mixture was stirred at rt overnight. Water (2 mL) was added to q... Procedure: Reaction vessels used in this procedure were flame dried under vacuum and all operations were carried out in an oxygen-free, argon or nitrogen atmosphere. To a solution of 509.4 mg (2.74 mmol) of 4,4-dimethyl-6-ethynylchroman in 4 ml of dry tetrahydrofuran at 0° C. was added dropwise 1.72 ml of 1.6M (2.75 mmol) of n-buryl lithium in hexane. Stirring was commenced at 0° C. for 30 minutes and at room temperature for 15 minutes, after which the solution was cooled again to 0° C. and then treated wi... Reaction SMILES: [CH3:1][C:2]1([CH3:14])[C:11]2[C:6](=[CH:7][CH:8]=[C:9]([C:12]#[CH:13])[CH:10]=2)[O:5][CH2:4][CH2:3]1.[Li].Cl[C:17]1[CH:27]=[CH:26][C:20]([C:21]([O:23][CH2:24][CH3:25])=[O:22])=[CH:19][N:18]=1>O1CCCC1.CCCCCC>[CH3:1][C:2]1([CH3:14])[C:11]2[C:6](=[CH:7][CH:8]=[C:9]([C:12]#[C:13][C:17]3[CH:27]=[CH:26][C:20]([C:21]([O:23][CH2:24][CH3:25])=[O:22])=[CH:19][N:18]=3)[CH:10]=2)[O:5][CH2:4][CH2:3]1 |^1:14|. Solvent: O1CCCC1 (tetrahydrofuran), O1CCCC1 (tetrahydrofuran), O1CCCC1 (tetrahydrofuran), O1CCCC1 (tetrahydrofuran), CCCCCC (hexane). The product is CC1(CCOC2=CC=C(C=C12)C#CC1=NC=C(C(=O)OCC)C=C1)C (Ethyl 6-[2-(4,4-dimethylchroman-6-yl)ethynyl]nicotinate). Run at temperature 0 celsius, time 15 minute. Reactants: tetrakistriphenylphosphine palladium, fused zinc chloride, ClC1=NC=C(C(=O)OCC)C=C1 (ethyl 6-chloronicotinate), CC1(CCOC2=CC=C(C=C12)C#C)C (4,4-dimethyl-6-ethynylchroman), [Li] (lithium), alkynylzinc. Reactants: ClC1=NC=C(C=C1C#N)C1=CC=[N+](C=C1)[O-] (2-chloro-3-cyano-5,4'-bipyridine-1'-oxide), N1CCNCC1 (piperazine), KHCO3. Solvent: C(C)O (ethanol). Yields the product Cl.C(#N)C=1C(=NC=C(C1)C1=CC=[N+](C=C1)[O-])N1CCNCC1 (3-Cyano-2-piperazino-5,4'-bipyridine-1'-oxide hydrochloride). RXN SMILES: [Cl:1][C:2]1[C:7]([C:8]#[N:9])=[CH:6][C:5]([C:10]2[CH:15]=[CH:14][N+:13]([O-:16])=[CH:12][CH:11]=2)=[CH:4][N:3]=1.[NH:17]1[CH2:22][CH2:21][NH:20][CH2:19][CH2:18]1>C(O)C>[ClH:1].[C:8]([C:7]1[C:2]([N:17]2[CH2:22][CH2:21][NH:20][CH2:19][CH2:18]2)=[N:3][CH:4]=[C:5]([C:10]2[CH:15]=[CH:14][N+:13]([O-:16])=[CH:12][CH:11]=2)[CH:6]=1)#[N:9] |f:3.4|. Reported procedure: A mixture of 2 g 2-chloro-3-cyano-5,4'-bipyridine-1'-oxide, 0.8 g piperazine, 0.52 g of KHCO3 and 80 ml ethanol is refluxed for 3 hours and then evaporated to dryness under vacuum. The residue is dissolved in 10 ml 1N HCl and the solution is mixed with ethanol until crystallization occurs. After cooling overnight, the crystals that are formed are filtered off with suction and dried at 110° C. Yield: 2.23 g (81.2% of the theoretical yield), having a melting point of 255° C.-260° C.